From a dataset of the Open Reaction Database (ORD), a public repository of structured organic reaction records. describe an organic reaction: reactants, conditions, products, and yield Reactants: FC=1C=C(C=CC1C=1SC2=NC(=CC=C2N1)C1(CC1)C1=CC=CC=C1)C(CC)=O (1-(3-fluoro-4-(5-(1-phenylcyclopropyl)thiazolo[5,4-b]pyridin-2-yl)phenyl)propan-1-one), Cl.N1CC(C1)C(=O)OC (methyl azetidine-3-carboxylate hydrochloride). Yields the product FC=1C=C(C=CC1C=1SC2=NC(=CC=C2N1)C1(CC1)C1=CC=CC=C1)C(CC)N1CC(C1)C(=O)OC (racemic methyl 1-(1-(3-fluoro-4-(5-(1-phenylcyclopropyl)thiazolo[5,4-b]pyridin-2-yl)phenyl)propyl)azetidine-3-carboxylate). As a reaction SMILES: [F:1][C:2]1[CH:3]=[C:4]([C:26](=O)[CH2:27][CH3:28])[CH:5]=[CH:6][C:7]=1[C:8]1[S:9][C:10]2[C:15]([N:16]=1)=[CH:14][CH:13]=[C:12]([C:17]1([C:20]3[CH:25]=[CH:24][CH:23]=[CH:22][CH:21]=3)[CH2:19][CH2:18]1)[N:11]=2.Cl.[NH:31]1[CH2:34][CH:33]([C:35]([O:37][CH3:38])=[O:36])[CH2:32]1>>[F:1][C:2]1[CH:3]=[C:4]([CH:26]([N:31]2[CH2:34][CH:33]([C:35]([O:37][CH3:38])=[O:36])[CH2:32]2)[CH2:27][CH3:28])[CH:5]=[CH:6][C:7]=1[C:8]1[S:9][C:10]2[C:15]([N:16]=1)=[CH:14][CH:13]=[C:12]([C:17]1([C:20]3[CH:21]=[CH:22][CH:23]=[CH:24][CH:25]=3)[CH2:19][CH2:18]1)[N:11]=2 |f:1.2|. Procedure: Reaction of 1-(3-fluoro-4-(5-(1-phenylcyclopropyl)thiazolo[5,4-b]pyridin-2-yl)phenyl)propan-1-one (0.200 g, 0.497 mmol) and methyl azetidine-3-carboxylate hydrochloride (0.113 g, 0.745 mmol), according to reference R and the general procedure for reductive amination gave racemic methyl 1-(1-(3-fluoro-4-(5-(1-phenylcyclopropyl)thiazolo[5,4-b]pyridin-2-yl)phenyl)propyl)azetidine-3-carboxylate. Separation of enantiomers was accomplished by SFC chromatography (Column: Chiralpak AD-H (21×250 mm, 5 um... Reactants: CC#N, O=[N+]([O-])c1cnc(Cl)c2ccccc12, O=C(c1ccccc1F)N1CCNCC1, [K+], [K+], O=C([O-])[O-]. Yields the product O=C(c1ccccc1F)N1CCN(c2ncc([N+](=O)[O-])c3ccccc23)CC1. RXN SMILES: [CH3:36][C:37]#[N:38].[Cl:22][c:23]1[n:24][cH:25][c:26]([N+:33](=[O:34])[O-:35])[c:27]2[cH:28][cH:29][cH:30][cH:31][c:32]12.[F:1][c:2]1[c:3]([C:8](=[O:9])[N:10]2[CH2:11][CH2:12][NH:13][CH2:14][CH2:15]2)[cH:4][cH:5][cH:6][cH:7]1.[K+:16].[K+:17].[O-:18][C:19]([O-:20])=[O:21]>>[F:1][c:2]1[c:3]([C:8](=[O:9])[N:10]2[CH2:11][CH2:12][N:13]([c:23]3[n:24][cH:25][c:26]([N+:33](=[O:34])[O-:35])[c:27]4[cH:28][cH:29][cH:30][cH:31][c:32]34)[CH2:14][CH2:15]2)[cH:4][cH:5][cH:6][cH:7]1. Starting materials: C(C)(C)(C)OC(=O)N1[C@@H](CC(C1)=NOC)C(=O)O ((2S,4EZ)-1-(tert-butoxycarbonyl)-4-(methoxyimino)-2-pyrrolidinecarboxylic acid), C1(=CC=C(C=C1)C(=O)Cl)C1=CC=CC=C1 ([1,1′-biphenyl]-4-carbonyl chloride), C1(=CC=CC=C1)NCCN (N1-phenyl-1,2-ethanediamine). The product is N(C1=CC=CC=C1)CCNC(=O)[C@H]1N(CC(C1)=NOC)C(=O)C1=CC=C(C=C1)C1=CC=CC=C1 ((2S,4EZ)-N-(2-anilinoethyl)-1-([1,1′-biphenyl]-4-ylcarbonyl)-4-(methoxyimino)-2-pyrrolidinecarboxamide). As a reaction SMILES: C(O[C:6]([N:8]1[CH2:12][C:11](=[N:13][O:14][CH3:15])[CH2:10][C@H:9]1[C:16]([OH:18])=O)=[O:7])(C)(C)C.[C:19]1([C:28]2[CH:33]=[CH:32][CH:31]=[CH:30][CH:29]=2)[CH:24]=[CH:23][C:22](C(Cl)=O)=[CH:21][CH:20]=1.[C:34]1([NH:40][CH2:41][CH2:42][NH2:43])[CH:39]=[CH:38][CH:37]=[CH:36][CH:35]=1>>[NH:40]([CH2:41][CH2:42][NH:43][C:16]([C@@H:9]1[CH2:10][C:11](=[N:13][O:14][CH3:15])[CH2:12][N:8]1[C:6]([C:31]1[CH:30]=[CH:29][C:28]([C:19]2[CH:20]=[CH:21][CH:22]=[CH:23][CH:24]=2)=[CH:33][CH:32]=1)=[O:7])=[O:18])[C:34]1[CH:39]=[CH:38][CH:37]=[CH:36][CH:35]=1. Procedure details: Following the general method as outlined in Example 22, starting from (2S,4EZ)-1-(tert-butoxycarbonyl)-4-(methoxyimino)-2-pyrrolidinecarboxylic acid, [1,1′-biphenyl]-4-carbonyl chloride, and N1-phenyl-1,2-ethanediamine, the title compound was obtained in 93% purity by HPLC. MS(ESI+): m/z=457. Reactants: CN1N=C(C2=CC=C(C=C12)[N+](=O)[O-])C(=O)O (1-methyl-6-nitro-1H-indazole-3-carboxylic acid), CN1N=C2C=C(C=CC2=C1C(=O)O)[N+](=O)[O-] (2-methyl-6-nitro-2H-indazole-3-carboxylic acid). The product is CNC(=O)C1=NN(C2=CC(=CC=C12)[N+](=O)[O-])C (1-methyl-6-nitro-1H-indazole-3-carboxylic acid-methylamide). RXN SMILES: [CH3:1][N:2]1[C:10]2[C:5](=[CH:6][CH:7]=[C:8]([N+:11]([O-:13])=[O:12])[CH:9]=2)[C:4]([C:14]([OH:16])=O)=[N:3]1.[CH3:17][N:18]1C(C(O)=O)=C2C(C=C([N+]([O-])=O)C=C2)=N1>>[CH3:17][NH:18][C:14]([C:4]1[C:5]2[C:10](=[CH:9][C:8]([N+:11]([O-:13])=[O:12])=[CH:7][CH:6]=2)[N:2]([CH3:1])[N:3]=1)=[O:16]. Procedure details: is obtained by reacting a mixture of 1-methyl-6-nitro-1H-indazole-3-carboxylic acid and 2-methyl-6-nitro-2H-indazole-3-carboxylic acid. The product is purified by chromatography on silica gel. Reactants: C1(CCCCC1)C(O)C=1C(=NN(C1)C1=CC=C(C=C1)OC(F)(F)F)OC(C)C (cyclohexyl{3-(1-methylethoxy)-1-[4-(trifluoromethoxy)phenyl]-1H-pyrazol-4-yl}methanol), NC1=CC=C(C=C1)C(=O)N(CCC(=O)OCC)C (ethyl 3-{[(4-aminophenyl)carbonyl](methyl)amino}propanoate). Yields the product C1(CCCCC1)C(C=1C(=NN(C1)C1=CC=C(C=C1)OC(F)(F)F)OC(C)C)NC1=CC=C(C=C1)C(=O)N(CCC(=O)O)C (3-[({4-[(cyclohexyl{3-(1-methylethoxy)-1-[4-(trifluoromethoxy)phenyl]-1H-pyrazol-4-yl}methyl)amino]phenyl}carbonyl)(methyl)amino]propanoic acid). The yield is 36.4%. As a reaction SMILES: [CH:1]1([CH:7]([C:9]2[C:10]([O:25][CH:26]([CH3:28])[CH3:27])=[N:11][N:12]([C:14]3[CH:19]=[CH:18][C:17]([O:20][C:21]([F:24])([F:23])[F:22])=[CH:16][CH:15]=3)[CH:13]=2)O)[CH2:6][CH2:5][CH2:4][CH2:3][CH2:2]1.[NH2:29][C:30]1[CH:35]=[CH:34][C:33]([C:36]([N:38]([CH3:46])[CH2:39][CH2:40][C:41]([O:43]CC)=[O:42])=[O:37])=[CH:32][CH:31]=1>>[CH:1]1([CH:7]([NH:29][C:30]2[CH:31]=[CH:32][C:33]([C:36]([N:38]([CH3:46])[CH2:39][CH2:40][C:41]([OH:43])=[O:42])=[O:37])=[CH:34][CH:35]=2)[C:9]2[C:10]([O:25][CH:26]([CH3:27])[CH3:28])=[N:11][N:12]([C:14]3[CH:15]=[CH:16][C:17]([O:20][C:21]([F:24])([F:23])[F:22])=[CH:18][CH:19]=3)[CH:13]=2)[CH2:2][CH2:3][CH2:4][CH2:5][CH2:6]1. Procedure: Using cyclohexyl{3-(1-methylethoxy)-1-[4-(trifluoromethoxy)phenyl]-1H-pyrazol-4-yl}methanol (0.20 g) synthesized in Example 64(2) and ethyl 3-{[(4-aminophenyl)carbonyl](methyl)amino}propanoate (0.13 g) synthesized in Example 2(2) and in the same manner as in Example 1(7), the title object compound (0.11 g, 36%) was obtained as a white solid. Starting materials: ClC1=CC(=C(S1)CO)C1=CC=C(C=C1)CC ([5-chloro-3-(4-ethylphenyl)thiophen-2-yl]methanol), OC1=C(C(=C(C=C1)CCC(=O)OCC)F)F (ethyl 3-(4-hydroxy-2,3-difluorophenyl)propanoate), ClC1=CC(=C(S1)COC1=C(C(=C(C=C1)CCC(=O)OCC)F)F)C1=CC=C(C=C1)Cl (ethyl 3-(4-((5-chloro-3-(4-chlorophenyl)thiophen-2-yl)methoxy)-2,3-difluorophenyl)propanoate). Yields the product ClC1=CC(=C(S1)COC1=C(C(=C(C=C1)CCC(=O)O)F)F)C1=CC=C(C=C1)CC (3-(4-[[5-chloro-3-(4-ethylphenyl)thiophen-2-yl]methoxy]-2,3-difluorophenyl)propanoic acid). Reaction SMILES: [Cl:1][C:2]1[S:6][C:5]([CH2:7][OH:8])=[C:4]([C:9]2[CH:14]=[CH:13][C:12]([CH2:15][CH3:16])=[CH:11][CH:10]=2)[CH:3]=1.O[C:18]1[CH:23]=[CH:22][C:21]([CH2:24][CH2:25][C:26]([O:28]CC)=[O:27])=[C:20]([F:31])[C:19]=1[F:32].ClC1SC(COC2C=CC(CCC(OCC)=O)=C(F)C=2F)=C(C2C=CC(Cl)=CC=2)C=1>>[Cl:1][C:2]1[S:6][C:5]([CH2:7][O:8][C:18]2[CH:23]=[CH:22][C:21]([CH2:24][CH2:25][C:26]([OH:28])=[O:27])=[C:20]([F:31])[C:19]=2[F:32])=[C:4]([C:9]2[CH:14]=[CH:13][C:12]([CH2:15][CH3:16])=[CH:11][CH:10]=2)[CH:3]=1. Procedure: The title compound was prepared according to the procedure described in Example 196 by coupling of [5-chloro-3-(4-ethylphenyl)thiophen-2-yl]methanol and ethyl 3-(4-hydroxy-2,3-difluorophenyl)propanoate followed by hydrolysis of ethyl 3-(4-((5-chloro-3-(4-chlorophenyl)thiophen-2-yl)methoxy)-2,3-difluorophenyl)propanoate to afford the desired product as an off-white solid. 1H NMR (400 MHz, CDCl3) 7.26-7.33 (m, 4H), 6.95 (s, 2H), 6.85 (t, J=8.8 Hz, 2H), 6.59-6.64 (t, J=8.4 Hz, 1H), 6.62 (t, J=8.4 H... Starting materials: C(C1=CC=CC=C1)N1C(CCC1)=O (N-benzyl-2-pyrrolidone), C(CCC)[Li] (butyl lithium), C(C)(C)NC(C)C (diisopropylamine), C(=O)=O (carbon dioxide). Run in CCOCC (ether), CCCCCC (n-hexane), CCOCC (ether). Product: C(C1=CC=CC=C1)N1C(C(CC1)C(=O)O)=O (N-Benzyl-2-pyrrolidone-3-carboxylic acid). RXN SMILES: C([Li])CCC.C(NC(C)C)(C)C.[CH2:13]([N:20]1[CH2:24][CH2:23][CH2:22][C:21]1=[O:25])[C:14]1[CH:19]=[CH:18][CH:17]=[CH:16][CH:15]=1.[C:26](=[O:28])=[O:27]>CCCCCC.CCOCC>[CH2:13]([N:20]1[CH2:24][CH2:23][CH:22]([C:26]([OH:28])=[O:27])[C:21]1=[O:25])[C:14]1[CH:19]=[CH:18][CH:17]=[CH:16][CH:15]=1. Reported procedure: At -60° C., 150 ml of 1.6 molar butyl lithium solution in n-hexane are added to 28.3 g =39.3 ml (0.28 mol) of diisopropylamine in 400 ml of absolute ether, with stirring and under nitrogen. 35.1 g (0.2 mol) of N-benzyl-2-pyrrolidone dissolved in 150 ml of absolute ether are added dropwize thereto at -60° C. The cooling bath is taken away and dry carbon dioxide is introduced for 15 minutes. After stirring for 10 minutes the mixture is poured onto ice, the organic phase is separated off and extrac... The reactants are C(C=C)OC(=O)N1[C@@H](CCC1)C(CC([C@H](C)[C@@H]1[C@H](C(N1C(C(=O)OCC=C)=P(C1=CC=CC=C1)(C1=CC=CC=C1)C1=CC=CC=C1)=O)[C@@H](C)O[Si](C)(C)C(C)(C)C)=O)O (allyl 2-[(3S,4R)-4-[(1R)-4-{(2S)-1-allyloxycarbonylpyrrolidin-2-yl}-4-hydroxy-1-methyl-2-oxobutyl]-3-{(1R)-1-t-butyldimethylsilyloxyethyl}-2-oxoazetidin-1-yl]-2-triphenylphosphoranylideneacetate). The solvent is C1(=CC=CC=C1)C (toluene). Product: C(C=C)OC(=O)N1[C@@H](CCC1)C(CC1=C(N2C([C@@H]([C@H]2[C@H]1C)[C@@H](C)O[Si](C)(C)C(C)(C)C)=O)C(=O)OCC=C)O (allyl (4S,5R,6S)-3-[2-{(2S)-1-allyloxycarbonylpyrrolidin-2-yl}-2-hydroxyethyl]-6-[(1R)-1-t-butyldimethylsilyloxyethyl]-4-methyl-7-oxo-1-azabicyclo[3.2.0]hept-2-ene-2-carboxylate). RXN SMILES: [CH2:1]([O:4][C:5]([N:7]1[CH2:11][CH2:10][CH2:9][C@H:8]1[CH:12]([OH:59])[CH2:13][C:14](=O)[C@@H:15]([C@H:17]1[N:20]([C:21](=P(C2C=CC=CC=2)(C2C=CC=CC=2)C2C=CC=CC=2)[C:22]([O:24][CH2:25][CH:26]=[CH2:27])=[O:23])[C:19](=[O:47])[C@@H:18]1[C@H:48]([O:50][Si:51]([C:54]([CH3:57])([CH3:56])[CH3:55])([CH3:53])[CH3:52])[CH3:49])[CH3:16])=[O:6])[CH:2]=[CH2:3]>C1(C)C=CC=CC=1>[CH2:1]([O:4][C:5]([N:7]1[CH2:11][CH2:10][CH2:9][C@H:8]1[CH:12]([OH:59])[CH2:13][C:14]1[C@H:15]([CH3:16])[C@H:17]2[N:20]([C:19](=[O:47])[C@@H:18]2[C@H:48]([O:50][Si:51]([C:54]([CH3:56])([CH3:55])[CH3:57])([CH3:53])[CH3:52])[CH3:49])[C:21]=1[C:22]([O:24][CH2:25][CH:26]=[CH2:27])=[O:23])=[O:6])[CH:2]=[CH2:3]. Procedure: A solution of allyl 2-[(3S,4R)-4-[(1R)-4-{(2S)-1-allyloxycarbonylpyrrolidin-2-yl}-4-hydroxy-1-methyl-2-oxobutyl]-3-{(1R)-1-t-butyldimethylsilyloxyethyl}-2-oxoazetidin-1-yl]-2-triphenylphosphoranylideneacetate (2.36 g) in degassed toluene (120 ml) was heated to reflux for 8 hours. After cooling, the toluene was evaporated to give a residue of allyl (4S,5R,6S)-3-[2-{(2S)-1-allyloxycarbonylpyrrolidin-2-yl}-2-hydroxyethyl]-6-[(1R)-1-t-butyldimethylsilyloxyethyl]-4-methyl-7-oxo-1-azabicyclo[3.2.0]hep... Reactants: CC1=C(C(=O)O)C(c2ccc(Cl)cc2)CC(=O)N1C, Nc1ccc2[nH]nc(Cl)c2c1. Product: CC1=C(C(=O)Nc2ccc3[nH]nc(Cl)c3c2)C(c2ccc(Cl)cc2)CC(=O)N1C. Reaction SMILES: [Cl:1][c:2]1[cH:3][cH:4][c:5]([CH:8]2[C:9]([C:17](=[O:18])[OH:19])=[C:10]([CH3:16])[N:11]([CH3:15])[C:12](=[O:14])[CH2:13]2)[cH:6][cH:7]1.[NH2:20][c:21]1[cH:22][c:23]2[c:24]([Cl:30])[n:25][nH:26][c:27]2[cH:28][cH:29]1>>[Cl:1][c:2]1[cH:3][cH:4][c:5]([CH:8]2[C:9]([C:17](=[O:19])[NH:20][c:21]3[cH:22][c:23]4[c:24]([Cl:30])[n:25][nH:26][c:27]4[cH:28][cH:29]3)=[C:10]([CH3:16])[N:11]([CH3:15])[C:12](=[O:14])[CH2:13]2)[cH:6][cH:7]1.